Dataset: the Open Reaction Database (ORD), a public repository of structured organic reaction records. Task: describe an organic reaction: reactants, conditions, products, and yield Starting materials: [OH-].[K+] (potassium hydroxide), C(=O)(OCC)NOCC1=C(C=C(C=C1C)C)C (N-carboethoxy-O-(2,4,6-trimethylbenzyl)hydroxylamine). Run in aqueous solution. Conditions: time 12 hour. Yields the product CC1=C(CON)C(=CC(=C1)C)C (O-(2,4,6-trimethylbenzyl)hydroxylamine). Yield: 71.4%. Reaction SMILES: [OH-].[K+].C([NH:8][O:9][CH2:10][C:11]1[C:16]([CH3:17])=[CH:15][C:14]([CH3:18])=[CH:13][C:12]=1[CH3:19])(OCC)=O>>[CH3:19][C:12]1[CH:13]=[C:14]([CH3:18])[CH:15]=[C:16]([CH3:17])[C:11]=1[CH2:10][O:9][NH2:8] |f:0.1|. Procedure: 200 ml of an aqueous solution of 45 g (0.8 mole) of potassium hydroxide was added to 47.5 g (0.2 mole) of the N-carboethoxy-O-(2,4,6-trimethylbenzyl)hydroxylamine prepared as described in Reference Example 1, and the mixture was heated under refluxing for 5 hours. The reaction mixture was allowed to stand for 12 hours, the precipitated crystals were collected by filtration and washed with water to obtain 23.6 g (70.6% yield) of O-(2,4,6-trimethylbenzyl)hydroxylamine. Recrystallization from dieth... Yields the product C(C1=CC=CC=C1)(=O)NC1CCN(CC1)CCCC1=NOC2=C1C=CC(=C2)F (4-Benzamido-1-[3-(6-fluoro-1,2-benzisoxazol-3-yl)propyl]-piperidine). Procedure: A mixture of 3.7 g of 4-benzamidopiperidine, 4.3 g of 3-(3-chloropropyl)-6-fluoro-1,2-benzisoxazole, 8 g of sodium bicarbonate and a few crystals potassium iodide in 30 ml of dimethylformamide was stirred at 55° C. for 2.5 hrs. The reaction mixture was cooled and concentrated to an oil. The oil was stirred with water and extracted with ether/ethyl acetate. The organic extracts were washed with water, saturated sodium chloride solution, dried over anhydrous magnesium sulfate, filtered and concent... Yield: 17.4%. Solvent: CN(C=O)C (dimethylformamide). The reactants are C(C1=CC=CC=C1)(=O)NC1CCNCC1 (4-benzamidopiperidine), ClCCCC1=NOC2=C1C=CC(=C2)F (3-(3-chloropropyl)-6-fluoro-1,2-benzisoxazole), C([O-])(O)=O.[Na+] (sodium bicarbonate), [I-].[K+] (potassium iodide). As a reaction SMILES: [C:1]([NH:9][CH:10]1[CH2:15][CH2:14][NH:13][CH2:12][CH2:11]1)(=[O:8])[C:2]1[CH:7]=[CH:6][CH:5]=[CH:4][CH:3]=1.Cl[CH2:17][CH2:18][CH2:19][C:20]1[C:24]2[CH:25]=[CH:26][C:27]([F:29])=[CH:28][C:23]=2[O:22][N:21]=1.C(=O)(O)[O-].[Na+].[I-].[K+]>CN(C)C=O>[C:1]([NH:9][CH:10]1[CH2:15][CH2:14][N:13]([CH2:17][CH2:18][CH2:19][C:20]2[C:24]3[CH:25]=[CH:26][C:27]([F:29])=[CH:28][C:23]=3[O:22][N:21]=2)[CH2:12][CH2:11]1)(=[O:8])[C:2]1[CH:3]=[CH:4][CH:5]=[CH:6][CH:7]=1 |f:2.3,4.5|. The reactants are SCc1ccccc1, C1CCNCC1, COC(C=C[N+](=O)[O-])OC, Cc1ccccc1, O. The product is COC(OC)C(C[N+](=O)[O-])SCc1ccccc1. As a reaction SMILES: [CH2:11]([c:12]1[cH:13][cH:14][cH:15][cH:16][cH:17]1)[SH:18].[CH2:19]1[CH2:20][CH2:21][NH:22][CH2:23][CH2:24]1.[CH3:1][O:2][CH:3]([CH:4]=[CH:5][N+:6](=[O:7])[O-:8])[O:9][CH3:10].[CH3:26][c:27]1[cH:28][cH:29][cH:30][cH:31][cH:32]1.[OH2:25]>>[CH3:1][O:2][CH:3]([CH:4]([CH2:5][N+:6](=[O:7])[O-:8])[S:18][CH2:11][c:12]1[cH:13][cH:14][cH:15][cH:16][cH:17]1)[O:9][CH3:10]. Starting materials: C([O-])([O-])=O.[K+].[K+] (potassium carbonate), C(C)OC(=O)N1CCC(CC1)(O)C1=C(C=C(C=C1)OCC1=CC=CC=C1)OCC1=CC=CC=C1 (4-(2,4-Bis(benzyloxy)phenyl)-4-hydroxypiperidine-1-carboxylic acid ethyl ester). The solvent is C(C)C(=O)C (methyl ethyl ketone). Yields the product C(C)OC(=O)N1CCC(CC1)C1=C(C=C(C=C1)OCC1=CC=CC=C1)OCC1=CC=CC=C1 (4-(2,4-Bis(benzyloxy)phenyl)piperidine-1-carboxylic acid ethyl ester). Reaction SMILES: C(=O)([O-])[O-].[K+].[K+].[CH2:7]([O:9][C:10]([N:12]1[CH2:17][CH2:16][C:15]([C:19]2[CH:24]=[CH:23][C:22]([O:25][CH2:26][C:27]3[CH:32]=[CH:31][CH:30]=[CH:29][CH:28]=3)=[CH:21][C:20]=2[O:33][CH2:34][C:35]2[CH:40]=[CH:39][CH:38]=[CH:37][CH:36]=2)(O)[CH2:14][CH2:13]1)=[O:11])[CH3:8]>C(C(C)=O)C>[CH2:7]([O:9][C:10]([N:12]1[CH2:17][CH2:16][CH:15]([C:19]2[CH:24]=[CH:23][C:22]([O:25][CH2:26][C:27]3[CH:28]=[CH:29][CH:30]=[CH:31][CH:32]=3)=[CH:21][C:20]=2[O:33][CH2:34][C:35]2[CH:36]=[CH:37][CH:38]=[CH:39][CH:40]=2)[CH2:14][CH2:13]1)=[O:11])[CH3:8] |f:0.1.2|. Procedure details: In a 100 ml round-bottomed flask, 9.7 g of potassium carbonate are added in small portions to a solution of 6.2 g of 4-(2,4-dihydroxyphenyl)piperidine-1-carboxylic acid ethyl ester (Example 10) in 62 ml of methyl ethyl ketone. The reactants are NC1=C2C(=NC=N1)N(N=C2C2=CC=C(C=C2)NC=2OC1=C(N2)C(=CC=C1)C)[C@@H]1CC[C@@H](CC1)N1CCN(CC1)C (cis-N2-(4-{4-amino-1-[4-(4-methylpiperazino)cyclohexyl]-1H-pyrazolo[3,4-d]pyrimidin-3-yl}phenyl)-4-methyl-1,3-benzoxazol-2-amine), NC1=CC=C(C=C1)C1=NN(C2=NC=NC(=C21)N)[C@@H]2CC[C@@H](CC2)N2CCN(CC2)C (cis-3-(4-aminophenyl)-1-[4-(4-methylpiperazino)cyclohexyl]-1H-pyrazolo[3,4-d]pyrimidin-4-amine), NC1=C(C(=CC=C1)C)O (2-amino-6-methylphenol). The product is NC1=C2C(=NC=N1)N(N=C2C2=CC=C(C=C2)NC=2OC1=C(N2)C=CC=C1C)[C@@H]1CC[C@@H](CC1)N1CCN(CC1)C (Cis-N2-(4-{4-amino-1-[4-(4-methylpiperazino)cyclohexyl]-1H-pyrazolo[3,4-d]pyrimidin-3-yl}phenyl)-7-methyl-1,3-benzoxazol-2-amine), solid. Isolated yield 14.0%. As a reaction SMILES: NC1C=CC(C2C3C(=NC=NC=3N)N([C@H]3CC[C@@H](N4CCN(C)CC4)CC3)N=2)=CC=1.[NH2:31][C:32]1[CH:37]=[CH:36][CH:35]=[C:34]([CH3:38])[C:33]=1[OH:39].[NH2:40][C:41]1[N:46]=[CH:45][N:44]=[C:43]2[N:47]([C@H:67]3[CH2:72][CH2:71][C@@H:70]([N:73]4[CH2:78][CH2:77][N:76]([CH3:79])[CH2:75][CH2:74]4)[CH2:69][CH2:68]3)[N:48]=[C:49]([C:50]3[CH:55]=[CH:54][C:53]([NH:56][C:57]4OC5C=CC=C(C)C=5N=4)=[CH:52][CH:51]=3)[C:42]=12>>[NH2:40][C:41]1[N:46]=[CH:45][N:44]=[C:43]2[N:47]([C@H:67]3[CH2:72][CH2:71][C@@H:70]([N:73]4[CH2:74][CH2:75][N:76]([CH3:79])[CH2:77][CH2:78]4)[CH2:69][CH2:68]3)[N:48]=[C:49]([C:50]3[CH:55]=[CH:54][C:53]([NH:56][C:57]4[O:39][C:33]5[C:34]([CH3:38])=[CH:35][CH:36]=[CH:37][C:32]=5[N:31]=4)=[CH:52][CH:51]=3)[C:42]=12. Reported procedure: Cis-N2-(4-{4-amino-1-[4-(4-methylpiperazino)cyclohexyl]-1H-pyrazolo[3,4-d]pyrimidin-3-yl}phenyl)-7-methyl-1,3-benzoxazol-2-amine was prepared from cis-3-(4-aminophenyl)-1-[4-(4-methylpiperazino)cyclohexyl]-1H-pyrazolo[3,4-d]pyrimidin-4-amine (0.100 g, 0.245 mmol) and 2-amino-6-methylphenol (0.030 g, 0.245 mmol) in a manner similar to that used in the synthesis of cis-N2-(4-{4-amino-1-[4-(4-methylpiperazino)cyclohexyl]-1H-pyrazolo[3,4-d]pyrimidin-3-yl}phenyl)-4-methyl-1,3-benzoxazol-2-amine (PH40... Reactants: CCOC(=O)CBr, CS(C)=O, CC(C)CC(=O)CNC(=O)c1ccc(F)cc1, [K+], [OH-]. Product: CCOC(=O)CC(NC(=O)c1ccc(F)cc1)C(=O)CC(C)C. Reaction SMILES: [Br:20][CH2:21][C:22](=[O:23])[O:24][CH2:25][CH3:26].[CH3:27][S:28]([CH3:29])=[O:30].[F:1][c:2]1[cH:3][cH:4][c:5]([C:6](=[O:7])[NH:8][CH2:9][C:10]([CH2:11][CH:12]([CH3:13])[CH3:14])=[O:15])[cH:16][cH:17]1.[K+:19].[OH-:18]>>[F:1][c:2]1[cH:3][cH:4][c:5]([C:6](=[O:7])[NH:8][CH:9]([C:10]([CH2:11][CH:12]([CH3:13])[CH3:14])=[O:15])[CH2:21][C:22](=[O:23])[O:24][CH2:25][CH3:26])[cH:16][cH:17]1.